describe an organic reaction: reactants, conditions, products, and yield From a dataset of the Open Reaction Database (ORD), a public repository of structured organic reaction records. Reactants: BrC1=C(C=CC(=C1)F)C1C(=C(NC(=N1)C=1SC=CN1)CN1CC(OCC1)C(=O)O)C(=O)OCC (4-((6-(2-bromo-4-fluorophenyl)-5-(ethoxycarbonyl)-2-(thiazol-2-yl)-3,6-dihydropyrimidin-4-yl)methyl)morpholine-2-carboxylic acid), NCCO (2-aminoethanol). Product: BrC1=C(C=CC(=C1)F)C1N=C(NC(=C1C(=O)OCC)CN1CC(OCC1)C(NCCO)=O)C=1SC=CN1 (Ethyl 4-(2-bromo-4-fluorophenyl)-6-((2-((2-hydroxyethyl)carbamoyl)morpholino)methyl)-2-(thiazol-2-yl)-1,4-dihydropyrimidine-5-carboxylate). Yield: 59.6%. As a reaction SMILES: [Br:1][C:2]1[CH:7]=[C:6]([F:8])[CH:5]=[CH:4][C:3]=1[CH:9]1[N:14]=[C:13]([C:15]2[S:16][CH:17]=[CH:18][N:19]=2)[NH:12][C:11]([CH2:20][N:21]2[CH2:26][CH2:25][O:24][CH:23]([C:27]([OH:29])=O)[CH2:22]2)=[C:10]1[C:30]([O:32][CH2:33][CH3:34])=[O:31].[NH2:35][CH2:36][CH2:37][OH:38]>>[Br:1][C:2]1[CH:7]=[C:6]([F:8])[CH:5]=[CH:4][C:3]=1[CH:9]1[C:10]([C:30]([O:32][CH2:33][CH3:34])=[O:31])=[C:11]([CH2:20][N:21]2[CH2:26][CH2:25][O:24][CH:23]([C:27](=[O:29])[NH:35][CH2:36][CH2:37][OH:38])[CH2:22]2)[NH:12][C:13]([C:15]2[S:16][CH:17]=[CH:18][N:19]=2)=[N:14]1. Procedure: 4-((6-(2-bromo-4-fluorophenyl)-5-(ethoxycarbonyl)-2-(thiazol-2-yl)-3,6-dihydropyrimidin-4-yl)methyl)morpholine-2-carboxylic acid (0.5 g, 0.9 mmol) was reacted with 2-aminoethanol (72 mg, 1.2 mmol) according to the procedure as described in Example 53 to give the title compound as a yellow solid (0.32 g, 60%). The compound was characterized by the following spectroscopic data: